This data is from the Open Reaction Database (ORD), a public repository of structured organic reaction records. The task is: describe an organic reaction: reactants, conditions, products, and yield The solvent is C=1(C(=CC=CC1)C)C (xylene), C=1(C(=CC=CC1)C)C (xylene). Reaction conditions: temperature 88 celsius, time 4 hour. Reactants: ClCCCC=O (γ-chlorobutyraldehyde), Cl.NCCC1=CNC2=CC=CC=C12 (3-(β-aminoethyl)-indole hydrochloride), C(C)(C)O (isopropanol), ClCCCC(=O)Cl (γ-chlorobutyric acid chloride). Procedure: 1,280 parts of a 20.7% strength by weight solution of γ-chlorobutyraldehyde in xylene (prepared by a method similar to that described in Houben-Weyl, Volume 7/1, pages 285-290, by catalytic hydrogenation of a solution of γ-chlorobutyric acid chloride in xylene), 490 parts of 3-(β-aminoethyl)-indole hydrochloride and 1,000 parts of isopropanol were stirred for 4 hours at 88° C., and the mixture was cooled and then filtered under suction to give 618 parts (87%) of 1-(γ-chloropropyl)-1,2,3,4-tetrah... Isolated yield 87.0%. Reaction SMILES: [Cl:1]CCCC=O.[Cl:7][CH2:8][CH2:9][CH2:10][C:11](Cl)=O.Cl.[NH2:15][CH2:16][CH2:17][C:18]1[C:26]2[C:21](=[CH:22][CH:23]=[CH:24][CH:25]=2)[NH:20][CH:19]=1.C(O)(C)C>C1(C)C(C)=CC=CC=1>[ClH:1].[Cl:7][CH2:8][CH2:9][CH2:10][CH:11]1[C:19]2[NH:20][C:21]3[C:26](=[CH:25][CH:24]=[CH:23][CH:22]=3)[C:18]=2[CH2:17][CH2:16][NH:15]1 |f:2.3,6.7|. Yields the product 618, Cl.ClCCCC1NCCC=2C3=CC=CC=C3NC12 (1-(γ-chloropropyl)-1,2,3,4-tetrahydro-β-carboline hydrochloride).